From a dataset of the Open Reaction Database (ORD), a public repository of structured organic reaction records. describe an organic reaction: reactants, conditions, products, and yield The reactants are COC(=O)c1ccc2cn(C3CCCC3)nc2c1, CO, [Na+], [OH-]. Yields the product O=C(O)c1ccc2cn(C3CCCC3)nc2c1. As a reaction SMILES: [CH3:1][O:2][C:3](=[O:4])[c:5]1[cH:6][cH:7][c:8]2[cH:9][n:10]([CH:14]3[CH2:15][CH2:16][CH2:17][CH2:18]3)[n:11][c:12]2[cH:13]1.[CH3:21][OH:22].[Na+:20].[OH-:19]>>[O:2]=[C:3]([OH:4])[c:5]1[cH:6][cH:7][c:8]2[cH:9][n:10]([CH:14]3[CH2:15][CH2:16][CH2:17][CH2:18]3)[n:11][c:12]2[cH:13]1.